Dataset: the Open Reaction Database (ORD), a public repository of structured organic reaction records. Task: describe an organic reaction: reactants, conditions, products, and yield Starting materials: BrC=1C=C2C=C(NC2=C2C1SC=C2C)C(=O)OC (Methyl 5-bromo-8-methylthieno[2,3]indole-2-carboxylate). Run in [OH-].[Na+] (NaOH), CO.O (MeOH water). Product: BrC=1C=C2C=C(NC2=C2C1SC=C2C)C(=O)O (5-Bromo-8-methylthieno[2,3]indole-2-carboxylic acid). Isolated yield 100.3%. Reaction SMILES: [Br:1][C:2]1[CH:3]=[C:4]2[C:8](=[C:9]3[C:13]([CH3:14])=[CH:12][S:11][C:10]=13)[NH:7][C:6]([C:15]([O:17]C)=[O:16])=[CH:5]2>[OH-].[Na+].CO.O>[Br:1][C:2]1[CH:3]=[C:4]2[C:8](=[C:9]3[C:13]([CH3:14])=[CH:12][S:11][C:10]=13)[NH:7][C:6]([C:15]([OH:17])=[O:16])=[CH:5]2 |f:1.2,3.4|. Procedure: 2.5 g of (70) was hydrolyzed during 3 hours at reflux in a mixture of 25 ml 4 N NaOH and 100 ml MeOH/water 1+1. After cooling to room temperature and acidification with acetic acid the product precipitated. Filtration and drying gave 2.4 g of (71). M.p. 229°-41° C. The reactants are COc1cc(C)c(S(=O)(=O)N2CCCCC2COCC(=O)O)c(C)c1, CCN=C=NCCCN(C)C, CCN(C(C)C)C(C)C, ClCCl, On1nnc2ccccc21, c1ccc(C2NCCc3onc(CN4CCCCC4)c32)cc1. Product: COc1cc(C)c(S(=O)(=O)N2CCCCC2COCC(=O)N2CCc3onc(CN4CCCCC4)c3C2c2ccccc2)c(C)c1. RXN SMILES: [CH3:1][O:2][c:3]1[cH:4][c:5]([CH3:25])[c:6]([S:10](=[O:11])(=[O:12])[N:13]2[CH:14]([CH2:19][O:20][CH2:21][C:22](=[O:23])[OH:24])[CH2:15][CH2:16][CH2:17][CH2:18]2)[c:7]([CH3:9])[cH:8]1.[CH3:45][CH2:46][N:47]=[C:48]=[N:49][CH2:50][CH2:51][CH2:52][N:53]([CH3:54])[CH3:55].[CH:26]([N:27]([CH:28]([CH3:29])[CH3:30])[CH2:31][CH3:32])([CH3:33])[CH3:34].[Cl:78][CH2:79][Cl:80].[OH:35][n:36]1[c:37]2[c:38]([cH:39][cH:40][cH:41][cH:42]2)[n:43][n:44]1.[c:56]1([CH:62]2[NH:63][CH2:64][CH2:65][c:66]3[c:67]2[c:68]([CH2:71][N:72]2[CH2:73][CH2:74][CH2:75][CH2:76][CH2:77]2)[n:69][o:70]3)[cH:57][cH:58][cH:59][cH:60][cH:61]1>>[CH3:1][O:2][c:3]1[cH:4][c:5]([CH3:25])[c:6]([S:10](=[O:11])(=[O:12])[N:13]2[CH:14]([CH2:19][O:20][CH2:21][C:22](=[O:24])[N:63]3[CH:62]([c:56]4[cH:57][cH:58][cH:59][cH:60][cH:61]4)[c:67]4[c:66]([o:70][n:69][c:68]4[CH2:71][N:72]4[CH2:73][CH2:74][CH2:75][CH2:76][CH2:77]4)[CH2:65][CH2:64]3)[CH2:15][CH2:16][CH2:17][CH2:18]2)[c:7]([CH3:9])[cH:8]1. Reactants: CSC1=NC(=CC=N1)C=1SC2=C(C(N1)=O)C=CC=C2 (2-[2-(Methylthio)-6-pyrimidinyl]-4H-1,3-benzothiazine-4-one), ClC1=CC(=CC=C1)C(=O)OO (3-chloroperbenzoic acid). Solvent: C(Cl)(Cl)Cl (chloroform), C(Cl)(Cl)Cl (chloroform). Conditions: time 1 hour. The product is CS(=O)C1=NC(=CC=N1)C=1SC2=C(C(N1)=O)C=CC=C2 (2-[2-(Methylsulfinyl)-6-pyrimidinyl]-4H-1,3-benzothiazine-4-one). The yield is 39.6%. Reaction SMILES: [CH3:1][S:2][C:3]1[N:8]=[CH:7][CH:6]=[C:5]([C:9]2[S:10][C:11]3[CH:19]=[CH:18][CH:17]=[CH:16][C:12]=3[C:13](=[O:15])[N:14]=2)[N:4]=1.ClC1C=CC=C(C(OO)=[O:28])C=1>C(Cl)(Cl)Cl>[CH3:1][S:2]([C:3]1[N:8]=[CH:7][CH:6]=[C:5]([C:9]2[S:10][C:11]3[CH:19]=[CH:18][CH:17]=[CH:16][C:12]=3[C:13](=[O:15])[N:14]=2)[N:4]=1)=[O:28]. Procedure: 2-[2-(Methylthio)-6-pyrimidinyl]-4H-1,3-benzothiazine-4-one (0.30 g, 1.50 mmol) was dissolved in chloroform (100 ml), and a solution of 3-chloroperbenzoic acid (ca. 77%, 0.23 g, 1.50 mmol) in chloroform (10 ml) was added dropwise thereto. The mixture was stirred at room temperature for 1 hr. The solvent was evaporated, and the residue was recrystallized from ethanol to give the titled compound (0.18 g, 55%) as pale yellow crystals.